From a dataset of the Open Reaction Database (ORD), a public repository of structured organic reaction records. describe an organic reaction: reactants, conditions, products, and yield The reactants are C1CCOC1, Cc1onc(-c2ccc(F)cc2)c1CO, O=C1NC(=O)c2ccccc21, CCOC(=O)N=NC(=O)OCC, c1ccc(P(c2ccccc2)c2ccccc2)cc1. Yields the product Cc1onc(-c2ccc(F)cc2)c1CN1C(=O)c2ccccc2C1=O. Reaction SMILES: [CH2:58]1[O:59][CH2:60][CH2:61][CH2:62]1.[F:1][c:2]1[cH:3][cH:4][c:5](-[c:8]2[n:9][o:10][c:11]([CH3:15])[c:12]2[CH2:13][OH:14])[cH:6][cH:7]1.[O:16]=[C:17]1[NH:18][C:19](=[O:20])[c:21]2[cH:22][cH:23][cH:24][cH:25][c:26]21.[O:46]=[C:47]([O:48][CH2:49][CH3:50])[N:51]=[N:52][C:53]([O:54][CH2:55][CH3:56])=[O:57].[c:27]1([P:28]([c:29]2[cH:30][cH:31][cH:32][cH:33][cH:34]2)[c:35]2[cH:36][cH:37][cH:38][cH:39][cH:40]2)[cH:41][cH:42][cH:43][cH:44][cH:45]1>>[F:1][c:2]1[cH:3][cH:4][c:5](-[c:8]2[n:9][o:10][c:11]([CH3:15])[c:12]2[CH2:13][N:18]2[C:17](=[O:16])[c:26]3[c:21]([cH:22][cH:23][cH:24][cH:25]3)[C:19]2=[O:20])[cH:6][cH:7]1. The reactants are O(C1=CC=CC=C1)C1=NC=C(C=N1)C(=O)OCC (ethyl 2-phenoxypyrimidine-5-carboxylate), O.[OH-].[Li+] (lithium hydroxide monohydrate). Solvent: O1CCCC1.CO.O (tetrahydrofuran methanol water). Conditions: time 2 hour. The product is O(C1=CC=CC=C1)C1=NC=C(C=N1)C(=O)O (2-phenoxypyrimidine-5-carboxylic acid). Isolated yield 86.7%. As a reaction SMILES: [O:1]([C:8]1[N:13]=[CH:12][C:11]([C:14]([O:16]CC)=[O:15])=[CH:10][N:9]=1)[C:2]1[CH:7]=[CH:6][CH:5]=[CH:4][CH:3]=1.O.[OH-].[Li+]>O1CCCC1.CO.O>[O:1]([C:8]1[N:9]=[CH:10][C:11]([C:14]([OH:16])=[O:15])=[CH:12][N:13]=1)[C:2]1[CH:3]=[CH:4][CH:5]=[CH:6][CH:7]=1 |f:1.2.3,4.5.6|. Procedure details: To a solution of ethyl 2-phenoxypyrimidine-5-carboxylate (400 mg, 1.6 mmol) in mixed solution of tetrahydrofuran/methanol/water=3:1:1 (4 mL) was added lithium hydroxide monohydrate (200 mg, 8.4 mmol). The mixture was stirred at room temperature for 2 hours. The suspension was concentrated in vacuo. To the residue, was added water (50 mL) and extracted with dichloromethane (2*50 mL). The combined organic phase was separated, dried by sodium sulfate, filtered and concentrated to give a residue. Th... Starting materials: [Cl-].[NH4+] (ammonium chloride), [N+](=O)([O-])C1=CC=C(C=C1)N1CCN(CC1)CC1COC1 (1-(4-nitrophenyl)-4-(oxetan-3-ylmethyl)piperazine), C(C)O (ethanol). The reagents and catalysts are [Fe] (iron). Run in O (water). Conditions: temperature 80 celsius. Yields the product O1CC(C1)CN1CCN(CC1)C1=CC=C(N)C=C1 (4-(4-(oxetan-3-ylmethyl)piperazin-1-yl)aniline). As a reaction SMILES: [N+:1]([C:4]1[CH:9]=[CH:8][C:7]([N:10]2[CH2:15][CH2:14][N:13]([CH2:16][CH:17]3[CH2:20][O:19][CH2:18]3)[CH2:12][CH2:11]2)=[CH:6][CH:5]=1)([O-])=O.C(O)C.[Cl-].[NH4+]>[Fe].O>[O:19]1[CH2:20][CH:17]([CH2:16][N:13]2[CH2:14][CH2:15][N:10]([C:7]3[CH:8]=[CH:9][C:4]([NH2:1])=[CH:5][CH:6]=3)[CH2:11][CH2:12]2)[CH2:18]1 |f:2.3|. Procedure: To a round-bottomed flask equipped with a stirring bar, were added 1-(4-nitrophenyl)-4-(oxetan-3-ylmethyl)piperazine XXIX (3.20 g, 11.54 mmol), ethanol (60 mL) and water (60 mL). Following the addition of iron (4.51 g, 80.77 mmol) and ammonium chloride (4.32 g, 80.77 mmol), the reaction mixture was heated at 80° C. for 1 h, then filtered through Celite and washed with DCM (5 mL×5). The resulting filtrate was extracted with DCM (20 mL×3). The combined organic extracts were washed with water (20 m... Reactants: NCC(F)CN, Cc1cc2nc(N3CCS(=O)c4ccccc4C3)[nH]c(=O)c2s1. Product: Cc1cc2nc(N3CCS(=O)c4ccccc4C3)nc(NCC(F)CN)c2s1. As a reaction SMILES: [F:24][CH:25]([CH2:26][NH2:27])[CH2:28][NH2:29].[O:1]=[S:2]1[CH2:3][CH2:4][N:5]([c:13]2[nH:14][c:15](=[O:23])[c:16]3[c:17]([n:18]2)[cH:19][c:20]([CH3:22])[s:21]3)[CH2:6][c:7]2[c:8]1[cH:9][cH:10][cH:11][cH:12]2>>[O:1]=[S:2]1[CH2:3][CH2:4][N:5]([c:13]2[n:14][c:15]([NH:27][CH2:26][CH:25]([F:24])[CH2:28][NH2:29])[c:16]3[c:17]([n:18]2)[cH:19][c:20]([CH3:22])[s:21]3)[CH2:6][c:7]2[c:8]1[cH:9][cH:10][cH:11][cH:12]2. Starting materials: CO, CN(C)C=O, NCCO, CCOC(=O)c1nn(C)c2c1CCc1cnc(Nc3ccccc3)nc1-2. Product: Cn1nc(C(=O)NCCO)c2c1-c1nc(Nc3ccccc3)ncc1CC2. RXN SMILES: [CH3:31][OH:32].[CH3:33][N:34]([CH3:35])[CH:36]=[O:37].[NH2:27][CH2:28][CH2:29][OH:30].[NH:1]([c:2]1[cH:3][cH:4][cH:5][cH:6][cH:7]1)[c:8]1[n:9][c:10]2[c:15]([cH:16][n:17]1)[CH2:14][CH2:13][c:12]1[c:11]-2[n:20]([CH3:21])[n:19][c:18]1[C:22](=[O:23])[O:24][CH2:25][CH3:26]>>[NH:1]([c:2]1[cH:3][cH:4][cH:5][cH:6][cH:7]1)[c:8]1[n:9][c:10]2[c:15]([cH:16][n:17]1)[CH2:14][CH2:13][c:12]1[c:11]-2[n:20]([CH3:21])[n:19][c:18]1[C:22](=[O:23])[NH:27][CH2:28][CH2:29][OH:30]. Reactants: N1=CC=CC=C1 (pyridine), NC1=CC=C(C=2C(C3=CC=CC=C3C(C12)=O)=O)N (1,4-diaminoanthraquinone), OS(=O)(=O)O.O=S(=O)=O (oleum). The solvent is O (water). Run at temperature 120 celsius, time 3 hour. The product is magnesium salt, NC1=C(C=C(C=2C(C3=CC=CC=C3C(C12)=O)=O)N)S(=O)(=O)O (1,4-diaminoanthraquinone-2-sulfonic acid). Isolated yield 85.0%. Reaction SMILES: [NH2:1][C:2]1[C:15]2[C:14](=[O:16])[C:13]3[C:8](=[CH:9][CH:10]=[CH:11][CH:12]=3)[C:7](=[O:17])[C:6]=2[C:5]([NH2:18])=[CH:4][CH:3]=1.[OH:19][S:20](O)(=[O:22])=[O:21].O=S(=O)=O.N1C=CC=CC=1>O>[NH2:1][C:2]1[C:15]2[C:14](=[O:16])[C:13]3[C:8](=[CH:9][CH:10]=[CH:11][CH:12]=3)[C:7](=[O:17])[C:6]=2[C:5]([NH2:18])=[CH:4][C:3]=1[S:20]([OH:22])(=[O:21])=[O:19] |f:1.2|. Procedure details: 60 parts of 1,4-diaminoanthraquinone are added to 228 parts of 25% oleum over one hour and then 20 parts of pyridine are added. The temperature of the reaction mixture is 70°-80° C. and is further raised to 120° C. The reaction mixture is stirred at this temperature for 3 hours, then cooled to 70°-80° C., and 220 parts of water are slowly added dropwise. The resultant thick suspension is filtered at room temperature and the filter cake is washed with 100 parts of 50% sulfuric acid and subsequent...